The task is: describe an organic reaction: reactants, conditions, products, and yield. This data is from the Open Reaction Database (ORD), a public repository of structured organic reaction records. Reactants: COC(=O)c1ccc(C(CCCC(F)(F)F)Sc2cc(C)c(Br)c(C)c2)cc1, CCOCC, Cl, [Na+], C1CCOC1, [OH-], O. The product is Cc1cc(SC(CCCC(F)(F)F)c2ccc(C(=O)O)cc2)cc(C)c1Br. As a reaction SMILES: [CH3:1][O:2][C:3]([c:4]1[cH:5][cH:6][c:7]([CH:10]([CH2:11][CH2:12][CH2:13][C:14]([F:15])([F:16])[F:17])[S:18][c:19]2[cH:20][c:21]([CH3:27])[c:22]([Br:26])[c:23]([CH3:25])[cH:24]2)[cH:8][cH:9]1)=[O:28].[CH3:37][CH2:38][O:39][CH2:40][CH3:41].[ClH:29].[Na+:36].[O:30]1[CH2:31][CH2:32][CH2:33][CH2:34]1.[OH-:35].[OH2:42]>>[O:2]=[C:3]([c:4]1[cH:5][cH:6][c:7]([CH:10]([CH2:11][CH2:12][CH2:13][C:14]([F:15])([F:16])[F:17])[S:18][c:19]2[cH:20][c:21]([CH3:27])[c:22]([Br:26])[c:23]([CH3:25])[cH:24]2)[cH:8][cH:9]1)[OH:28].